From a dataset of the Open Reaction Database (ORD), a public repository of structured organic reaction records. describe an organic reaction: reactants, conditions, products, and yield Reactants: O (water), Cl.CON (O-methylhydroxylamine hydrochloride), ClC1=C(C=CC=C1C)C(C(C(C)(C)C)(O[SiH3])C)=O (2'-chloro-2-t-butyldimethyl silyloxyacetophenone), O (water), O1CCOCC1 (1,4-dioxane). The solvent is CO (methanol). Conditions: time 14 hour. Yields the product CON=C(CO)C1=C(C=CC=C1)Cl (2'-Chloro-2-hydroxyacetophenone O-methyloxime). As a reaction SMILES: Cl.[CH3:2][O:3][NH2:4].[Cl:5][C:6]1[C:11](C)=[CH:10][CH:9]=[CH:8][C:7]=1[C:13](=O)[C:14](C)([O:19][SiH3])C(C)(C)C.O.O1CCOCC1>CO>[CH3:2][O:3][N:4]=[C:13]([C:7]1[CH:8]=[CH:9][CH:10]=[CH:11][C:6]=1[Cl:5])[CH2:14][OH:19] |f:0.1|. Procedure: 1.78 g of O-methylhydroxylamine hydrochloride were added to a solution of the 3.05 g of 2'-chloro-2-t-butyldimethyl silyloxyacetophenone prepared above in a mixture of methanol, water and 1,4-dioxane. The resulting mixture was stirred at room temperature for 14 hours, and the reaction mixture was then poured into water and extracted three times with 50 ml portions of ethyl acetate. The combined extracts were washed with a saturated aqueous solution of sodium chloride and dried over anhydrous mag... Starting materials: NC1=C(C(=O)NC2=CC=CC=C2)C=CC=C1 (2-amino-N-phenylbenzamide), ClC1=NC=C(C(=N1)Cl)Cl (2,4,5-trichloropyrimidine), Intermediate 1. The product is ClC1=NC=C(C(=N1)NC1=C(C(=O)NC2=CC=CC=C2)C=CC=C1)Cl (2-[(2,5-Dichloro-4-pyrimidinyl)amino]-N-phenylbenzamide). Reaction SMILES: [NH2:1][C:2]1[CH:16]=[CH:15][CH:14]=[CH:13][C:3]=1[C:4]([NH:6][C:7]1[CH:12]=[CH:11][CH:10]=[CH:9][CH:8]=1)=[O:5].[Cl:17][C:18]1[N:23]=[C:22](Cl)[C:21]([Cl:25])=[CH:20][N:19]=1>>[Cl:17][C:18]1[N:23]=[C:22]([NH:1][C:2]2[CH:16]=[CH:15][CH:14]=[CH:13][C:3]=2[C:4]([NH:6][C:7]2[CH:12]=[CH:11][CH:10]=[CH:9][CH:8]=2)=[O:5])[C:21]([Cl:25])=[CH:20][N:19]=1. Reported procedure: 2-[(2,5-Dichloro-4-pyrimidinyl)amino]-N-phenylbenzamide was prepared from 2-amino-N-phenylbenzamide and 2,4,5-trichloropyrimidine using a procedure substantially as described for the preparation of Intermediate 1. Mass (M+H)+=358, 360. The reactants are solution, C(=C)SC1=CC=CC=C1 (phenyl vinyl sulfide), C(\C=C\C(=O)OC)(=O)OC (dimethyl fumarate), [Cl-].[Cl-].C(C)[Al+2] (ethylaluminum dichloride). Run in ClCCCl (1,2-dichloroethane), ClCCCl (1,2-dichloroethane), CCCCCC (hexane). Yields the product C1(=CC=CC=C1)SC1C(C(C1)C(=O)OC)C(=O)OC (Dimethyl 3-(phenylthio)cyclobutane-1,2-dicarboxylate). As a reaction SMILES: [C:1]([O:9][CH3:10])(=[O:8])/[CH:2]=[CH:3]/[C:4]([O:6][CH3:7])=[O:5].[Cl-].[Cl-].C([Al+2])C.[CH:16]([S:18][C:19]1[CH:24]=[CH:23][CH:22]=[CH:21][CH:20]=1)=[CH2:17]>ClCCCl.CCCCCC>[C:19]1([S:18][CH:16]2[CH2:17][CH:3]([C:4]([O:6][CH3:7])=[O:5])[CH:2]2[C:1]([O:9][CH3:10])=[O:8])[CH:24]=[CH:23][CH:22]=[CH:21][CH:20]=1 |f:1.2.3|. Procedure: To a solution of 1.06 g (7.34 mmol) of dimethyl fumarate in 20 mL of dry 1,2-dichloroethane under nitrogen atmosphere, was added with stirring, 7.34 mmol of a 1.0 M solution of ethylaluminum dichloride in hexane. The resultant yellow solution was heated to reflux and a solution of 1.0 g (7.34 mmol) of phenyl vinyl sulfide in 4 mL of dry 1,2-dichloroethane was added dropwise, via syringe, over a period of 20 minutes. The reaction mixture was allowed to stir at reflux for 3 h. After cooling to amb... Starting materials: COC1=CC=C(CNC(=O)C=2C=NC3=CC=C(N=C3C2NC2=CC(=CC=C2)C(F)(F)F)Cl)C=C1 (N-(4-methoxybenzyl)-6-chloro-4-(3-(trifluoromethyl)phenylamino)-1,5-naphthyridine-3-carboxamide), ClC(=O)OCC (ethyl chloroformate). Reaction conditions: time 120 hour. The product is ClC1=NC=2C3=C(C=NC2C=C1)C(N(C(N3C3=CC(=CC=C3)C(F)(F)F)=O)CC3=CC=C(C=C3)OC)=O (9-chloro-3-(4-methoxybenzyl)-1-(3-(trifluoromethyl)phenyl)pyrimido[5,4-c][1,5]naphthyridine-2,4(1H,3H)-dione). As a reaction SMILES: [CH3:1][O:2][C:3]1[CH:34]=[CH:33][C:6]([CH2:7][NH:8][C:9]([C:11]2[CH:12]=[N:13][C:14]3[C:19]([C:20]=2[NH:21][C:22]2[CH:27]=[CH:26][CH:25]=[C:24]([C:28]([F:31])([F:30])[F:29])[CH:23]=2)=[N:18][C:17]([Cl:32])=[CH:16][CH:15]=3)=[O:10])=[CH:5][CH:4]=1.Cl[C:36](OCC)=[O:37]>>[Cl:32][C:17]1[CH:16]=[CH:15][C:14]2[N:13]=[CH:12][C:11]3[C:9](=[O:10])[N:8]([CH2:7][C:6]4[CH:5]=[CH:4][C:3]([O:2][CH3:1])=[CH:34][CH:33]=4)[C:36](=[O:37])[N:21]([C:22]4[CH:27]=[CH:26][CH:25]=[C:24]([C:28]([F:29])([F:30])[F:31])[CH:23]=4)[C:20]=3[C:19]=2[N:18]=1. Reported procedure: N-(4-methoxybenzyl)-6-chloro-4-(3-(trifluoromethyl)phenylamino)-1,5-naphthyridine-3-carboxamide (4.5 g, 9.2 mmol) is suspended in ethyl chloroformate (50 mL). The resulting mixture was added to 90° C., stirred for 120 hrs, rotary-evaporated to remove the volatile substance, and separated by silicagel column chromatography (EtOAc/PE=0-1/4) to obtain a yellow oil of 9-chloro-3-(4-methoxybenzyl)-1-(3-(trifluoromethyl)phenyl)pyrimido[5,4-c][1,5]naphthyridine-2,4(1H,3H)-dione (700 mg). Yields the product [Cl-].FC(C=1C=C2C(C(NC2=CC1)=O)=O)(F)F (5-trifluoromethylisatin chloride). Procedure: By reacting 5-trifluoromethylisatin with phosphorus penta-chloride, there is obtained 5-trifluoromethylisatin chloride which, on reaction with 3(2H)-thianaphthenone, yields 5'-trifluoromethyl-2'-indole-2-thianaphthenone indigo, which also is useful as a dyestuff. As a reaction SMILES: [F:1][C:2]([F:15])([F:14])[C:3]1[CH:4]=[C:5]2[C:9](=[CH:10][CH:11]=1)[NH:8][C:7](=[O:12])[C:6]2=[O:13].P(Cl)(Cl)(Cl)(Cl)[Cl:17]>>[Cl-:17].[F:15][C:2]([F:1])([F:14])[C:3]1[CH:4]=[C:5]2[C:9](=[CH:10][CH:11]=1)[NH:8][C:7](=[O:12])[C:6]2=[O:13] |f:2.3|. The reactants are FC(C=1C=C2C(C(NC2=CC1)=O)=O)(F)F (5-trifluoromethylisatin), P(Cl)(Cl)(Cl)(Cl)Cl (phosphorus penta-chloride). Reactants: C(C)I (ethyl iodide), C([O-])([O-])=O.[K+].[K+] (potassium carbonate), ClC1=C(C(=O)OC)C=CC(=C1)O (methyl 2-chloro-4-hydroxybenzoate). Run in CN(C=O)C (dimethylformamide). Yield: 632.5%. RXN SMILES: [Cl:1][C:2]1[CH:11]=[C:10]([OH:12])[CH:9]=[CH:8][C:3]=1[C:4]([O:6]C)=[O:5].[CH2:13](I)[CH3:14].C(=O)([O-])[O-].[K+].[K+]>CN(C)C=O>[Cl:1][C:2]1[CH:11]=[C:10]([O:12][CH2:13][CH3:14])[CH:9]=[CH:8][C:3]=1[C:4]([OH:6])=[O:5] |f:2.3.4|. Reaction conditions: time 8 hour. Reported procedure: 0.25 g of methyl 2-chloro-4-hydroxybenzoate was dissolved in 10 ml dimethylformamide, and 0.23 g of ethyl iodide and 0.21 g of potassium carbonate were added, and the mixture was stirred for 8 hours. After diluting the reaction mixture, it was extracted with ethyl acetate. The organic layer was successively washed with 1N hydrochloric acid and brine, dried over anhydrous magnesium sulfate and the solvent was evaporated. The residue was dissolved in 6 ml methanol, and 3 ml of 1 N sodium hydroxide... Product: ClC1=C(C(=O)O)C=CC(=C1)OCC (2-chloro-4-ethoxybenzoic acid). Reactants: O=C([O-])O, CC#N, COC(=O)C(c1ccccc1Cl)N1Cc2ccsc2C(O)C1, C[Si](C)(C)Cl, Cl, [I-], [Na+], [Na+]. Yields the product COC(=O)C(c1ccccc1Cl)N1CCc2sccc2C1. RXN SMILES: [C:31](=[O:32])([OH:33])[O-:34].[CH3:36][C:37]#[N:38].[CH3:9][O:10][C:11]([CH:12]([N:13]1[CH2:14][c:15]2[c:16]([s:20][cH:21][cH:22]2)[CH:17]([OH:19])[CH2:18]1)[c:23]1[c:24]([Cl:29])[cH:25][cH:26][cH:27][cH:28]1)=[O:30].[Cl:3][Si:4]([CH3:5])([CH3:6])[CH3:7].[ClH:8].[I-:2].[Na+:1].[Na+:35]>>[CH3:9][O:10][C:11]([CH:12]([N:13]1[CH2:14][c:15]2[c:16]([s:20][cH:21][cH:22]2)[CH2:17][CH2:18]1)[c:23]1[c:24]([Cl:29])[cH:25][cH:26][cH:27][cH:28]1)=[O:30]. Reactants: C1CCOC1 (THF), CCCC[N+](CCCC)(CCCC)CCCC.[F-] (TBAF), C(CN)N (ethane-1,2-diamine), C[Si](CCOCN1C=CC=2C1=NC=CC2)(C)C ((2-(trimethylsilyl)ethoxy)methyl-1H-pyrrolo[2,3-b]pyridine), [Cl-].[NH4+] (ammonium chloride), C1CCOC1 (THF). The reagents and catalysts are [Zn] (zinc). Solvent: CCOC(=O)C (EtOAc), CCOC(=O)C (EtOAc), CO (MeOH). Conditions: time 3 hour. Product: FC=1C=C(C=CC1OC1=C2C(=NC=C1)NC=C2C2=CC=NC=C2)N (3-Fluoro-4-(3-(pyridin-4-yl)-1H-pyrrolo[2,3-b]pyridin-4-yloxy)benzenamine). The yield is 81.0%. RXN SMILES: C[Si](C)(C)CCOC[N:7]1[C:11]2=[N:12][CH:13]=[CH:14][CH:15]=[C:10]2[CH:9]=[CH:8]1.[Cl-].[NH4+:19].CCCC[N+:24]([CH2:33][CH2:34][CH2:35][CH3:36])([CH2:29]CCC)CCCC.[F-:37].[CH2:38](N)[CH2:39]N.[CH2:42]1[CH2:46][O:45][CH2:44][CH2:43]1>CCOC(C)=O.[Zn].CO>[F:37][C:38]1[CH:39]=[C:44]([NH2:19])[CH:43]=[CH:42][C:46]=1[O:45][C:15]1[CH:14]=[CH:13][N:12]=[C:11]2[NH:7][CH:8]=[C:9]([C:35]3[CH:36]=[CH:29][N:24]=[CH:33][CH:34]=3)[C:10]=12 |f:1.2,3.4|. Reported procedure: To a solution of 4-(2-fluoro-4-nitrophenoxy)-3-(pyridin-4-yl)-1-((2-(trimethylsilyl)ethoxy)methyl-1H-pyrrolo[2,3-b]pyridine (237 mg, 0.49 mmol) in a mixed solvent (8 mL of MeOH and 4 mL of THF) were added ammonium chloride (131 mg, 2.49 mmol, EMC) and zinc dust (163 mg, 2.49 mmol, Aldrich). The reaction mixture was stirred at room temperature for 3 h, diluted with EtOAc (40 mL), and filtered through a pad of Celite®. The filtrate was concentrated in vacuo to give a solid. MS(ESI+) m/z 451.3 (M+H...